The task is: describe an organic reaction: reactants, conditions, products, and yield. This data is from the Open Reaction Database (ORD), a public repository of structured organic reaction records. Starting materials: O1CCCC1 (tetrahydrofuran), [H-].[Na+] (sodium hydride), CC1=C(C(=CC(=C1)OC(C(C)(C)C)=O)C)O (2,6-dimethyl-4-pivaloyloxyphenol), COCCl (chloromethyl methyl ether). The solvent is O (Water). Conditions: time 30 minute. Yields the product C(C(C)(C)C)(=O)OC1=CC(=C(C(=C1)C)OCOC)C (4-methoxymethoxy-3,5-dimethylphenyl pivaloate). As a reaction SMILES: [O:1]1[CH2:5]CC[CH2:2]1.[H-].[Na+].[CH3:8][C:9]1[CH:14]=[C:13]([O:15][C:16](=[O:21])[C:17]([CH3:20])([CH3:19])[CH3:18])[CH:12]=[C:11]([CH3:22])[C:10]=1[OH:23].COCCl>O>[C:16]([O:15][C:13]1[CH:12]=[C:11]([CH3:22])[C:10]([O:23][CH2:2][O:1][CH3:5])=[C:9]([CH3:8])[CH:14]=1)(=[O:21])[C:17]([CH3:19])([CH3:20])[CH3:18] |f:1.2|. Procedure: To 50 ml of an anhydrous tetrahydrofuran suspension containing 1.72 g of sodium hydride (55% by weight), 6.75 g of 2,6-dimethyl-4-pivaloyloxyphenol were added in small portions, followed by stirring at room temperature for 30 minutes. To the reaction mixture, 3.18 g of chloromethyl methyl ether were added and the resulting mixture was stirred at the same temperature for 3 hours. Water was added to the reaction mixture, followed by extraction with ethyl acetate. The extract was dried over anhydro... Procedure: Using tert-butyl [(1S)-2-{[5-(5-hydroxy-1,3-benzoxazol-2-yl)isoxazol-3-yl]oxy}-1-methylethyl]carbamate (200 mg) and 2-iodopropane (0.106 mL), and in the same manner as in Example 2, step E, the title compound was obtained (246 mg). Yields the product C[C@@H](COC1=NOC(=C1)C=1OC2=C(N1)C=C(C=C2)OC(C)C)NC(OC(C)(C)C)=O (tert-butyl [(1S)-1-methyl-2-({5-[5-(1-methylethoxy)-1,3-benzoxazol-2-yl]isoxazol-3-yl}oxy)ethyl]carbamate). Reaction SMILES: [OH:1][C:2]1[CH:3]=[CH:4][C:5]2[O:9][C:8]([C:10]3[O:14][N:13]=[C:12]([O:15][CH2:16][C@@H:17]([NH:19][C:20](=[O:26])[O:21][C:22]([CH3:25])([CH3:24])[CH3:23])[CH3:18])[CH:11]=3)=[N:7][C:6]=2[CH:27]=1.I[CH:29]([CH3:31])[CH3:30]>>[CH3:18][C@H:17]([NH:19][C:20](=[O:26])[O:21][C:22]([CH3:23])([CH3:25])[CH3:24])[CH2:16][O:15][C:12]1[CH:11]=[C:10]([C:8]2[O:9][C:5]3[CH:4]=[CH:3][C:2]([O:1][CH:29]([CH3:31])[CH3:30])=[CH:27][C:6]=3[N:7]=2)[O:14][N:13]=1. Reactants: OC=1C=CC2=C(N=C(O2)C2=CC(=NO2)OC[C@H](C)NC(OC(C)(C)C)=O)C1 (tert-butyl [(1S)-2-{[5-(5-hydroxy-1,3-benzoxazol-2-yl)isoxazol-3-yl]oxy}-1-methylethyl]carbamate), IC(C)C (2-iodopropane). As a reaction SMILES: [CH2:15]([c:16]1[cH:17][cH:18][cH:19][cH:20][cH:21]1)[O:22][c:23]1[c:24]([N:30]2[CH2:31][C:32](=[O:43])[N:33]([CH2:37][CH2:38][Si:39]([CH3:40])([CH3:41])[CH3:42])[S:34]2(=[O:35])=[O:36])[cH:25][cH:26][c:27]([I:29])[cH:28]1.[CH2:49]1[O:50][CH2:51][CH2:52][CH2:53]1.[CH3:1][CH2:2][CH2:3][CH2:4][Li:5].[CH3:44][CH2:45][O:46][CH2:47][CH3:48].[CH3:6][Si:7]([c:8]1[s:9][cH:10][cH:11][n:12]1)([CH3:13])[CH3:14].[Cl-:54].[Cl-:56].[Zn+2:55].[cH:57]1[cH:58][cH:59][c:60]([P:61]([Pd:62]([P:63]([c:64]2[cH:65][cH:66][cH:67][cH:68][cH:69]2)([c:70]2[cH:71][cH:72][cH:73][cH:74][cH:75]2)[c:76]2[cH:77][cH:78][cH:79][cH:80][cH:81]2)([P:82]([c:83]2[cH:84][cH:85][cH:86][cH:87][cH:88]2)([c:89]2[cH:90][cH:91][cH:92][cH:93][cH:94]2)[c:95]2[cH:96][cH:97][cH:98][cH:99][cH:100]2)[P:101]([c:102]2[cH:103][cH:104][cH:105][cH:106][cH:107]2)([c:108]2[cH:109][cH:110][cH:111][cH:112][cH:113]2)[c:114]2[cH:115][cH:116][cH:117][cH:118][cH:119]2)([c:120]2[cH:121][cH:122][cH:123][cH:124][cH:125]2)[c:126]2[cH:127][cH:128][cH:129][cH:130][cH:131]2)[cH:132][cH:133]1>>[c:8]1(-[c:27]2[cH:26][cH:25][c:24]([N:30]3[CH2:31][C:32](=[O:43])[N:33]([CH2:37][CH2:38][Si:39]([CH3:40])([CH3:41])[CH3:42])[S:34]3(=[O:35])=[O:36])[c:23]([O:22][CH2:15][c:16]3[cH:17][cH:18][cH:19][cH:20][cH:21]3)[cH:28]2)[s:9][cH:10][cH:11][n:12]1. Reactants: C[Si](C)(C)CCN1C(=O)CN(c2ccc(I)cc2OCc2ccccc2)S1(=O)=O, C1CCOC1, [Li]CCCC, CCOCC, C[Si](C)(C)c1nccs1, [Cl-], [Cl-], [Zn+2], c1ccc(P(c2ccccc2)(c2ccccc2)[Pd](P(c2ccccc2)(c2ccccc2)c2ccccc2)(P(c2ccccc2)(c2ccccc2)c2ccccc2)P(c2ccccc2)(c2ccccc2)c2ccccc2)cc1. Yields the product C[Si](C)(C)CCN1C(=O)CN(c2ccc(-c3nccs3)cc2OCc2ccccc2)S1(=O)=O. Reaction SMILES: [C:1]([O:4][CH:5]([C:23](=[O:32])[CH2:24][O:25][CH2:26][CH2:27][O:28][CH2:29][CH2:30][NH2:31])[CH:6]([O:19][C:20](=[O:22])[CH3:21])[CH:7]([O:15][C:16](=[O:18])[CH3:17])[CH:8]([O:11][C:12](=[O:14])[CH3:13])[CH2:9][OH:10])(=[O:3])[CH3:2].[C:33]([CH2:36][O:37][CH2:38][CH2:39][O:40][CH2:41][CH2:42][O:43][CH2:44][C:45](O)=[O:46])([OH:35])=[O:34].C(N=C=NC(C)C)(C)C.OC1C2N=NNC=2C=CC=1>C(Cl)Cl>[C:1]([O:4][CH:5]([CH:6]([O:19][C:20](=[O:22])[CH3:21])[CH:7]([O:15][C:16](=[O:18])[CH3:17])[CH:8]([O:11][C:12](=[O:14])[CH3:13])[CH2:9][OH:10])[C:23](=[O:32])[CH2:24][O:25][CH2:26][CH2:27][O:28][CH2:29][CH2:30][NH:31][C:45]([CH2:44][O:43][CH2:42][CH2:41][O:40][CH2:39][CH2:38][O:37][CH2:36][C:33]([OH:35])=[O:34])=[O:46])(=[O:3])[CH3:2]. The product is C(C)(=O)OC(C(COCCOCCNC(=O)COCCOCCOCC(=O)O)=O)C(C(C(CO)OC(C)=O)OC(C)=O)OC(C)=O ({2-[2-({2-[2-(3,4,5,6-Tetraacetoxy-7-hydroxy-2-oxoheptyloxy)ethoxy]ethylcarbamoyl}-methoxy)ethoxy]ethoxy}acetic acid). The solvent is C(Cl)Cl (methylene chloride). Starting materials: C(C)(=O)OC(C(C(C(CO)OC(C)=O)OC(C)=O)OC(C)=O)C(COCCOCCN)=O (2,3,4-Triacetoxy-1-{2-[2-(2-aminoethoxy)ethoxy]acetyl}-5-hydroxypentyl acetate), C(=O)(O)COCCOCCOCC(=O)O ([2-(2-carboxymethoxyethoxy)ethoxy]acetic acid), C(C)(C)N=C=NC(C)C (diisopropylcarbodiimide), OC1=CC=CC=2NN=NC21 (hydroxybenzotriazole). Procedure: A solution of 500 mg of 2,3,4-triacetoxy-1-{2-[2-(2-aminoethoxy)ethoxy]acetyl}-5-hydroxypentyl acetate 23, 1.15 g of [2-(2-carboxymethoxyethoxy)ethoxy]acetic acid, 400 μl of diisopropylcarbodiimide and 288 mg of hydroxybenzotriazole in 20 ml of methylene chloride is stirred at room temperature for 12 h. The reaction solution is concentrated and separated by HPLC (Knauer Eurospher-100-10-C18, water (0.1% trifluoroacetic acid)/acetonitrile (0.1% trifluoroacetic acid) 80/20>10/90). This gives 24: C... The reactants are C([O-])([O-])=O.[Na+].[Na+] (sodium carbonate), N1[C@@H](CNCC1)CO ((S)-2-Piperazinemethanol), ClC(=O)OC (methyl chloroformate). The solvent is C(C)#N (acetonitrile), C(C)#N (acetonitrile). Reaction conditions: time 30 minute. Yields the product OC[C@@H]1CN(CCN1)C(=O)OC ((S)-Methyl 3-(hydroxymethyl)-1-piperazinecarboxylate). Isolated yield 83.4%. Reaction SMILES: [NH:1]1[CH2:6][CH2:5][NH:4][CH2:3][C@H:2]1[CH2:7][OH:8].Cl[C:10]([O:12][CH3:13])=[O:11].C(=O)([O-])[O-].[Na+].[Na+]>C(#N)C>[OH:8][CH2:7][C@H:2]1[NH:1][CH2:6][CH2:5][N:4]([C:10]([O:12][CH3:13])=[O:11])[CH2:3]1 |f:2.3.4|. Procedure details: A solution of the product of stage (ii) (0.080 g) in dry acetonitrile (10 ml) was treated with a solution of methyl chloroformate (71 mg; 0.75 mmol) in dry acetonitrile (3 ml) over a 5 min period. The mixture was stirred at ambient temperature for 30 min and aqueous sodium carbonate solution (1 ml) was added. The solvent was removed in vacuo and the aqueous residue was extracted with dichloromethane (3×25 ml) and chloroform (3×25 ml). The extract was washed with aqueous sodium carbonate solution... Reactants: [OH-].[Na+] (sodium hydroxide), OC=1C=NC=CC1NC(C1=CC=C(C=C1)[N+](=O)[O-])=O (N-(3-hydroxypyridin-4-yl)-4-nitrobenzamide), polyphosphoric acid. Run in O (water). Conditions: temperature 150 celsius, time 6 hour. Product: [N+](=O)([O-])C1=CC=C(C=C1)C=1OC=2C=NC=CC2N1 (2-(4-nitrophenyl)oxazolo[5,4-c]pyridine). Yield: 73.4%. RXN SMILES: O[C:2]1[CH:3]=[N:4][CH:5]=[CH:6][C:7]=1[NH:8][C:9](=[O:19])[C:10]1[CH:15]=[CH:14][C:13]([N+:16]([O-:18])=[O:17])=[CH:12][CH:11]=1.[OH-].[Na+]>O>[N+:16]([C:13]1[CH:12]=[CH:11][C:10]([C:9]2[O:19][C:2]3[CH:3]=[N:4][CH:5]=[CH:6][C:7]=3[N:8]=2)=[CH:15][CH:14]=1)([O-:18])=[O:17] |f:1.2|. Procedure details: A mixture of N-(3-hydroxypyridin-4-yl)-4-nitrobenzamide (260 mg, 1 mmol) and polyphosphoric acid (1.5 mL) was stirred at 150° C. for 6 hrs. The reaction mixture was poured into water and sodium hydroxide was added until pH=5. The precipitate was collected by filtration, washed with water until neutral and dried to give 2-(4-nitrophenyl)oxazolo[5,4-c]pyridine as brown solid (177 mg, yield: 73%). 1HNMR (400 MHz, DMSO-d6) δ: 9.21 (1H, s), 8.62 (1H, d, J=4.8 Hz), 8.51 (4H, d, J=18, 8.8 Hz), 7.95 (1H... Product: BrC1=C(COC(C)=O)C(=CC=C1)N1C(C2=CC=C(C=C2CC1)C(C)(C)O)=O (Acetic acid 2-bromo-6-[6-(1-hydroxy-1-methyl-ethyl)-1-oxo-3,4-dihydro-1H-isoquinolin-2-yl]-benzyl ester). RXN SMILES: [Br:1][C:2]1[C:3]([CH2:23][OH:24])=[C:4]([N:8]2[CH2:17][CH2:16][C:15]3[C:10](=[CH:11][CH:12]=[C:13]([C:18]([OH:21])([CH3:20])[CH3:19])[CH:14]=3)[C:9]2=[O:22])[CH:5]=[CH:6][CH:7]=1.[C:25](OC(=O)C)(=[O:27])[CH3:26]>C(Cl)Cl.CN(C1C=CN=CC=1)C>[Br:1][C:2]1[CH:7]=[CH:6][CH:5]=[C:4]([N:8]2[CH2:17][CH2:16][C:15]3[C:10](=[CH:11][CH:12]=[C:13]([C:18]([OH:21])([CH3:19])[CH3:20])[CH:14]=3)[C:9]2=[O:22])[C:3]=1[CH2:23][O:24][C:25](=[O:27])[CH3:26]. Solvent: C(Cl)Cl (DCM). Reactants: BrC=1C(=C(C=CC1)N1C(C2=CC=C(C=C2CC1)C(C)(C)O)=O)CO (2-(3-Bromo-2-hydroxymethyl-phenyl)-6-(1-hydroxy-1-methyl-ethyl)-3,4-dihydro-2H-isoquinolin-1-one), TEA, C(C)(=O)OC(C)=O (acetic anhydride). Procedure: To a solution of Intermediate 43 (238 mg, 0.610 mmol) in DCM (6 ml) were added TEA (0.085 ml, 0.610 mmol), DMAP (7.5 mg, 0.061 mmol), and acetic anhydride (62 mg, 0.610 mmol). The resulting mixture was stirred for 24 hrs at r.t. The solvents were removed in vacuo and the crude product was purified by flash chromatography (silica gel, cyclohexane/EtOAC gradient) to yield Intermediate 44. Reaction conditions: time 24 hour. The reagents and catalysts are CN(C)C=1C=CN=CC1 (DMAP). The reactants are Cc1c(Br)ccc(S(C)(=O)=O)c1C=NO, C=O, Cl, C1CCOC1, O. The product is Cc1c(Br)ccc(S(C)(=O)=O)c1C=O. Reaction SMILES: [Br:1][c:2]1[c:3]([CH3:15])[c:4]([CH:5]=[N:6][OH:7])[c:8]([S:11](=[O:12])(=[O:13])[CH3:14])[cH:9][cH:10]1.[CH2:17]=[O:18].[ClH:16].[O:20]1[CH2:21][CH2:22][CH2:23][CH2:24]1.[OH2:19]>>[Br:1][c:2]1[c:3]([CH3:15])[c:4]([CH:5]=[O:18])[c:8]([S:11](=[O:12])(=[O:13])[CH3:14])[cH:9][cH:10]1. Product: C(C1=CC=CC=C1)(=O)N1C2=C(C(CCC1)=O)C=CC=C2 (1-Benzoyl-1,2,3,4-tetrahydro-benzo[b]azepin-5-one). Run in CCOC(=O)C (EtOAc), ClCCl (dichloromethane), C(C)N(CC)CC (triethylamine). Reaction SMILES: [NH:1]1[CH2:7][CH2:6][CH2:5][C:4](=[O:8])[C:3]2[CH:9]=[CH:10][CH:11]=[CH:12][C:2]1=2.[C:13](Cl)(=[O:20])[C:14]1[CH:19]=[CH:18][CH:17]=[CH:16][CH:15]=1>ClCCl.C(N(CC)CC)C.CCOC(C)=O>[C:13]([N:1]1[CH2:7][CH2:6][CH2:5][C:4](=[O:8])[C:3]2[CH:9]=[CH:10][CH:11]=[CH:12][C:2]1=2)(=[O:20])[C:14]1[CH:19]=[CH:18][CH:17]=[CH:16][CH:15]=1. Reported procedure: 1,2,3,4-Tetrahydro-benzo[b]azepin-5-one from Example E5.5 (480 mg, 2.98 mmol) was dissolved in a mixture of dichloromethane (30 ml) and triethylamine (1.3 ml). Benzoyl chloride (0.46 g, 3.28 mmol) was added and the reaction mixture was heated for at reflux for 2 h. The mixture was cooled and reduced in vacuo. The residue was dissolved in EtOAc and washed with 1M KHSO4 (aq), water and brine. The organic layer was dried, filtered and reduced in vacuo. The residue was purified by flash chromatograp... Yield: 55.7%. The reactants are N1C2=C(C(CCC1)=O)C=CC=C2 (1,2,3,4-Tetrahydro-benzo[b]azepin-5-one), C(C1=CC=CC=C1)(=O)Cl (Benzoyl chloride).